Dataset: the Open Reaction Database (ORD), a public repository of structured organic reaction records. Task: describe an organic reaction: reactants, conditions, products, and yield Reactants: Cc1cc(OC2CCN(C(=O)OC(C)(C)C)CC2)ccc1[N+](=O)[O-], C, CCO, Cl, [Pd]. Product: Cc1cc(OC2CCN(C(=O)OC(C)(C)C)CC2)ccc1N, Cl. Reaction SMILES: [C:1]([CH3:2])([CH3:3])([CH3:4])[O:5][C:6](=[O:7])[N:8]1[CH2:9][CH2:10][CH:11]([O:14][c:15]2[cH:16][c:17]([CH3:24])[c:18]([N+:21]([O-:22])=[O:23])[cH:19][cH:20]2)[CH2:12][CH2:13]1.[C:29].[CH3:26][CH2:27][OH:28].[ClH:25].[Pd:30]>>[C:1]([CH3:2])([CH3:3])([CH3:4])[O:5][C:6](=[O:7])[N:8]1[CH2:9][CH2:10][CH:11]([O:14][c:15]2[cH:16][c:17]([CH3:24])[c:18]([NH2:21])[cH:19][cH:20]2)[CH2:12][CH2:13]1.[ClH:25]. Reactants: CO, Cc1ccccc1C, Cc1ccccc1, [NH2-], [Na], N#CC1(c2ccc(OCc3ccccc3)cc2)CCC2(CC1)OCCO2. The product is c1ccc(COc2ccc(C3CCC4(CC3)OCCO4)cc2)cc1. RXN SMILES: [CH3:36][OH:37].[CH3:38][c:39]1[cH:40][cH:41][cH:42][cH:43][c:44]1[CH3:45].[CH3:3][c:4]1[cH:5][cH:6][cH:7][cH:8][cH:9]1.[NH2-:2].[Na:1].[c:10]1([CH2:16][O:17][c:18]2[cH:19][cH:20][c:21]([C:24]3([C:34]#[N:35])[CH2:25][CH2:26][C:27]4([O:28][CH2:29][CH2:30][O:31]4)[CH2:32][CH2:33]3)[cH:22][cH:23]2)[cH:11][cH:12][cH:13][cH:14][cH:15]1>>[c:10]1([CH2:16][O:17][c:18]2[cH:19][cH:20][c:21]([CH:24]3[CH2:25][CH2:26][C:27]4([O:28][CH2:29][CH2:30][O:31]4)[CH2:32][CH2:33]3)[cH:22][cH:23]2)[cH:11][cH:12][cH:13][cH:14][cH:15]1. The reactants are ClC1=NC(=NC(=C1)C1=CC(=C(C=C1)Cl)Cl)C1CC1 (4-Chloro-2-cyclopropyl-6-(3,4-dichloro-phenyl)-Pyrimidine), C1(CC1)C1=NC(=CC(=N1)O)C1=CC(=C(C=C1)Cl)Cl (2-cyclopropyl-6-(3,4-dichloro-phenyl)-pyrimidin-4-ol), C(C)#N (acetonitrile), O=P(Cl)(Cl)Cl (POCl3). Run at temperature 80 celsius. Product: C1(CC1)C1=NC(=CC(=N1)NC[C@H](O)C1=CC=CC=C1)C1=CC(=C(C=C1)Cl)Cl ((1R)-2-{[2-Cyclopropyl-6-(3,4-dichlorophenyl)pyrimidin-4-yl]amino}-1-phenylethanol). Yield: 81.0%. As a reaction SMILES: Cl[C:2]1[CH:7]=[C:6]([C:8]2[CH:13]=[CH:12][C:11]([Cl:14])=[C:10]([Cl:15])[CH:9]=2)[N:5]=[C:4]([CH:16]2[CH2:18][CH2:17]2)[N:3]=1.C1(C2N=C(O)C=C([C:29]3[CH:34]=[CH:33][C:32](Cl)=[C:31](Cl)[CH:30]=3)N=2)CC1.[O:37]=P(Cl)(Cl)Cl.[C:42](#[N:44])[CH3:43]>>[CH:16]1([C:4]2[N:3]=[C:2]([NH:44][CH2:42][C@@H:43]([C:29]3[CH:34]=[CH:33][CH:32]=[CH:31][CH:30]=3)[OH:37])[CH:7]=[C:6]([C:8]3[CH:13]=[CH:12][C:11]([Cl:14])=[C:10]([Cl:15])[CH:9]=3)[N:5]=2)[CH2:18][CH2:17]1. Procedure: 4-Chloro-2-cyclopropyl-6-(3,4-dichloro-phenyl)-Pyrimidine. To a suspension of 2-cyclopropyl-6-(3,4-dichloro-phenyl)-pyrimidin-4-ol (131 mg, 0.467 mmol) in acetonitrile was added POCl3 (0.13 mL, 1.42 mmol). The reaction mixture was heated at 80° C. for 105 min, cooled to rt, quenched with satd. aq. NaHCO3, and extracted with EtOAc. The organic layer was dried (Na2SO4) and concentrated. The crude residue was purified (FCC) to give the title compound (113 mg, 81%). The reactants are CSC1=NN=C(O1)C(=O)OCC (ethyl 5-methylthio-1,3,4-oxadiazole-2-carboxylate), [OH-].[K+] (potassium hydroxide). Run in C(C)O (ethanol). The product is CSC1=NN=C(O1)C(=O)[O-].[K+] (Potassium 5-methylthio-1,3,4-oxadiazole-2-carboxylate). Yield: 86.0%. Reaction SMILES: [CH3:1][S:2][C:3]1[O:7][C:6]([C:8]([O:10]CC)=[O:9])=[N:5][N:4]=1.[OH-].[K+:14]>C(O)C>[CH3:1][S:2][C:3]1[O:7][C:6]([C:8]([O-:10])=[O:9])=[N:5][N:4]=1.[K+:14] |f:1.2,4.5|. Procedure details: A solution of ethyl 5-methylthio-1,3,4-oxadiazole-2-carboxylate (4.31 g., 0.023 mole) in absolute ethanol (50 ml.) was treated dropwise with 2.87 g. (0.023 mole) of 45 wt.% potassium hydroxide solution. The resultant white precipitate was isolated by filtration, washed with ethanol and dried to yield 3.92 g. (86%) of the title compound; M.P. 176°-177° C. with decomposition after recrystallization from ethanol. The reactants are CC(C)(C)OC(=O)Cn1nc(-c2ncc[nH]2)c2c(N)ncnc21, Cl, C1COCCO1. Product: Nc1ncnc2c1c(-c1ncc[nH]1)nn2CC(=O)O. Reaction SMILES: [C:1]([CH3:2])([CH3:3])([CH3:4])[O:5][C:6]([CH2:7][n:8]1[n:9][c:10](-[c:18]2[nH:19][cH:20][cH:21][n:22]2)[c:11]2[c:12]1[n:13][cH:14][n:15][c:16]2[NH2:17])=[O:23].[ClH:24].[O:25]1[CH2:26][CH2:27][O:28][CH2:29][CH2:30]1>>[O:5]=[C:6]([CH2:7][n:8]1[n:9][c:10](-[c:18]2[n:19][cH:20][cH:21][nH:22]2)[c:11]2[c:12]1[n:13][cH:14][n:15][c:16]2[NH2:17])[OH:23].